Dataset: the Open Reaction Database (ORD), a public repository of structured organic reaction records. Task: describe an organic reaction: reactants, conditions, products, and yield The reactants are ice water, S1C(=NC=C1)C1=CC=C(C=C1)CN(C[C@@H]([C@H](CC1=CC=CC=C1)NC([C@@H](NC(=O)OC)[C@@H](C)CC)=O)O)N (1-[4-(thiazol-2-yl)-phenyl]-4(S)-hydroxy-2-amino-5(S)-N-(N-methoxycarbonyl-(L)-iso-leucyl)amino-6-phenyl-2-azahexane), CN1CCOCC1 (NMM), C(C)OC(=O)N[C@@H](C(C)C)C(=O)O (N-ethoxycarbonyl-(L)-valine), [B-](F)(F)(F)F.CN(C)C(=[N+](C)C)ON1C=CC=CC1=O (TPTU). The solvent is CN(C)C=O (DMF), CN(C)C=O (DMF). Reaction conditions: time 15 hour. Product: S1C(=NC=C1)C1=CC=C(C=C1)CN(C[C@@H]([C@H](CC1=CC=CC=C1)NC([C@@H](NC(=O)OC)[C@@H](C)CC)=O)O)NC([C@@H](NC(=O)OCC)C(C)C)=O (1-[4-(Thiazol-2-yl)-phenyl]-4(S)-hydroxy-2-N-(N-ethoxycarbonyl-(L)-valyl)amino-5(S)-N-(N-methoxycarbonyl-(L)-iso-leucyl)amino-6-phenyl-2-azahexane). As a reaction SMILES: [S:1]1[CH:5]=[CH:4][N:3]=[C:2]1[C:6]1[CH:11]=[CH:10][C:9]([CH2:12][N:13]([NH2:38])[CH2:14][C@H:15]([OH:37])[C@@H:16]([NH:24][C:25](=[O:36])[C@H:26]([C@H:32]([CH2:34][CH3:35])[CH3:33])[NH:27][C:28]([O:30][CH3:31])=[O:29])[CH2:17][C:18]2[CH:23]=[CH:22][CH:21]=[CH:20][CH:19]=2)=[CH:8][CH:7]=1.CN1CCOCC1.[CH2:46]([O:48][C:49]([NH:51][C@H:52]([C:56](O)=[O:57])[CH:53]([CH3:55])[CH3:54])=[O:50])[CH3:47].[B-](F)(F)(F)F.CN(C(ON1C(=O)C=CC=C1)=[N+](C)C)C>CN(C=O)C>[S:1]1[CH:5]=[CH:4][N:3]=[C:2]1[C:6]1[CH:7]=[CH:8][C:9]([CH2:12][N:13]([NH:38][C:56](=[O:57])[C@H:52]([CH:53]([CH3:55])[CH3:54])[NH:51][C:49]([O:48][CH2:46][CH3:47])=[O:50])[CH2:14][C@H:15]([OH:37])[C@@H:16]([NH:24][C:25](=[O:36])[C@H:26]([C@H:32]([CH2:34][CH3:35])[CH3:33])[NH:27][C:28]([O:30][CH3:31])=[O:29])[CH2:17][C:18]2[CH:23]=[CH:22][CH:21]=[CH:20][CH:19]=2)=[CH:10][CH:11]=1 |f:3.4|. Reported procedure: Under an argon atmosphere, 321 mg (0.60 mmol) of 1-[4-(thiazol-2-yl)-phenyl]-4(S)-hydroxy-2-amino-5(S)-N-(N-methoxycarbonyl-(L)-iso-leucyl)amino-6-phenyl-2-azahexane (Example 21b) and 182 mg (1.8 mmol) of NMM in 5.8 ml of DMF are added to 136 mg (0.72 mmol) of N-ethoxycarbonyl-(L)-valine and 178 mg (0.60 mmol) of TPTU in 3 ml of DMF and the mixture is stirred at room temperature for 15 hours. The reaction mixture is poured into ice-water, stirred for 30 min and filtered. Crystallisation from THF...